From a dataset of the Open Reaction Database (ORD), a public repository of structured organic reaction records. describe an organic reaction: reactants, conditions, products, and yield Yields the product C=CCOC(=O)c1cc(N)c2ncccc2c1. Reactants: C=CCOC(=O)c1cc([N+](=O)[O-])c2ncccc2c1, CO, Cl[Sn]Cl. RXN SMILES: [CH2:1]([CH:2]=[CH2:3])[O:4][C:5](=[O:6])[c:7]1[cH:8][c:9]2[cH:10][cH:11][cH:12][n:13][c:14]2[c:15]([N+:17]([O-:18])=[O:19])[cH:16]1.[CH3:23][OH:24].[Sn:20]([Cl:21])[Cl:22]>>[CH2:1]([CH:2]=[CH2:3])[O:4][C:5](=[O:6])[c:7]1[cH:8][c:9]2[cH:10][cH:11][cH:12][n:13][c:14]2[c:15]([NH2:17])[cH:16]1.